This data is from the Open Reaction Database (ORD), a public repository of structured organic reaction records. The task is: describe an organic reaction: reactants, conditions, products, and yield Starting materials: C(#N)CC1=C(C=CC=C1)C1=CC=C(C=C1)C(=O)N1CC=2N(CC3=C1C=CC=C3)C(=CC2)C(=O)NCC=2C=NC=CC2 (10-{[2′-(cyanomethyl)-1,1′-biphenyl-4-yl]carbonyl}-N-(pyridin-3-ylmethyl)-10,11-dihydro-5H-pyrrolo[2,1-c][1,4]benzodiazepine-3-carboxamide), Cl.NO (hydroxylamine hydrochloride), C([O-])([O-])=O.[K+].[K+] (potassium carbonate), Cl.NO (hydroxylamine hydrochloride), C([O-])([O-])=O.[K+].[K+] (potassium carbonate), nitrile. The solvent is C(C)O (ethanol), O (water). Product: NC(CC1=C(C=CC=C1)C1=CC=C(C=C1)C(=O)N1CC=2N(CC3=C1C=CC=C3)C(=CC2)C(=O)NCC=2C=NC=CC2)=NO (10-({2′-[2-AMINO-2-(HYDROXYIMINO)ETHYL]-1,1′-BIPHENYL-4-YL}CARBONYL)-N-(PYRIDIN-3-YLMETHYL)-10,11-DIHYDRO-5H-PYRROLO[2,1-C][1,4]BENZODIAZEPINE-3-CARBOXAMIDE). Isolated yield 22.3%. As a reaction SMILES: [C:1]([CH2:3][C:4]1[CH:9]=[CH:8][CH:7]=[CH:6][C:5]=1[C:10]1[CH:15]=[CH:14][C:13]([C:16]([N:18]2[C:24]3[CH:25]=[CH:26][CH:27]=[CH:28][C:23]=3[CH2:22][N:21]3[C:29]([C:32]([NH:34][CH2:35][C:36]4[CH:37]=[N:38][CH:39]=[CH:40][CH:41]=4)=[O:33])=[CH:30][CH:31]=[C:20]3[CH2:19]2)=[O:17])=[CH:12][CH:11]=1)#[N:2].Cl.[NH2:43][OH:44].C(=O)([O-])[O-].[K+].[K+]>C(O)C.O>[NH2:2][C:1](=[N:43][OH:44])[CH2:3][C:4]1[CH:9]=[CH:8][CH:7]=[CH:6][C:5]=1[C:10]1[CH:11]=[CH:12][C:13]([C:16]([N:18]2[C:24]3[CH:25]=[CH:26][CH:27]=[CH:28][C:23]=3[CH2:22][N:21]3[C:29]([C:32]([NH:34][CH2:35][C:36]4[CH:37]=[N:38][CH:39]=[CH:40][CH:41]=4)=[O:33])=[CH:30][CH:31]=[C:20]3[CH2:19]2)=[O:17])=[CH:14][CH:15]=1 |f:1.2,3.4.5|. Procedure details: A mixture of 0.806 g (0015 mol) of 10-{[2′-(cyanomethyl)-1,1′-biphenyl-4-yl]carbonyl}-N-(pyridin-3-ylmethyl)-10,11-dihydro-5H-pyrrolo[2,1-c][1,4]benzodiazepine-3-carboxamide of Example 17, 0.52 g (0.0075 mol) of hydroxylamine hydrochloride and 1.03 g (0.0075 mol) of potassium carbonate in 100 mL of ethanol and 25 mL of water was heated under reflux for 2 hours. An additional 1.04 g (0.015 mol) of hydroxylamine hydrochloride and 2.06 g (0.015 mol) of potassium carbonate was added to the and reflu... Reactants: O=C(O)C=Cc1ccc(Cl)cc1, Cl, Cl, NC1CN2CCC1CC2. The product is O=C(C=Cc1ccc(Cl)cc1)NC1CN2CCC1CC2. Reaction SMILES: [Cl:12][c:13]1[cH:14][cH:15][c:16]([CH:19]=[CH:20][C:21](=[O:22])[OH:23])[cH:17][cH:18]1.[ClH:1].[ClH:2].[N:3]12[CH2:4][CH:5]([NH2:11])[CH:6]([CH2:7][CH2:8]1)[CH2:9][CH2:10]2>>[N:3]12[CH2:4][CH:5]([NH:11][C:21]([CH:20]=[CH:19][c:16]3[cH:15][cH:14][c:13]([Cl:12])[cH:18][cH:17]3)=[O:22])[CH:6]([CH2:7][CH2:8]1)[CH2:9][CH2:10]2.